From a dataset of the Open Reaction Database (ORD), a public repository of structured organic reaction records. describe an organic reaction: reactants, conditions, products, and yield Starting materials: BrC=1C=C(C=CC1)C1=NN2C(N=C(C(=C2N2CCC(CC2)(C)\C=C\C=C)[C@@H](C(=O)OC)OC(C)(C)C)C)=C1 ((S,E)-methyl 2-(2-(3-bromophenyl)-7-(4-(buta-1,3-dien-1-yl)-4-methylpiperidin-1-yl)-5-methylpyrazolo[1,5-a]pyrimidin-6-yl)-2-(tert-butoxy)acetate), ClC=1C=CC(=C(C1)B(O)O)O ((5-chloro-2-hydroxyphenyl)boronic acid), C(=O)([O-])[O-].[K+].[K+] (K2CO3). Reagents/catalysts: C=1C=CC(=CC1)[P](C=2C=CC=CC2)(C=3C=CC=CC3)[Pd]([P](C=4C=CC=CC4)(C=5C=CC=CC5)C=6C=CC=CC6)([P](C=7C=CC=CC7)(C=8C=CC=CC8)C=9C=CC=CC9)[P](C=1C=CC=CC1)(C=1C=CC=CC1)C=1C=CC=CC1 (Pd(PPh3)4). The solvent is O1CCOCC1 (dioxane), O (water). Reaction conditions: temperature 90 celsius. Product: C(=C\C=C)/C1(CCN(CC1)C1=C(C(=NC=2N1N=C(C2)C=2C=C(C=CC2)C2=C(C=CC(=C2)Cl)O)C)[C@@H](C(=O)OC)OC(C)(C)C)C ((S,E)-Methyl 2-(7-(4-(buta-1,3-dien-1-yl)-4-methylpiperidin-1-yl)-2-(5′-chloro-2′-hydroxy-[1,1′-biphenyl]-3-yl)-5-methylpyrazolo[1,5-a]pyrimidin-6-yl)-2-(tert-butoxy)acetate). Isolated yield 73.9%. RXN SMILES: Br[C:2]1[CH:3]=[C:4]([C:8]2[CH:38]=[C:11]3[N:12]=[C:13]([CH3:37])[C:14]([C@H:27]([O:32][C:33]([CH3:36])([CH3:35])[CH3:34])[C:28]([O:30][CH3:31])=[O:29])=[C:15]([N:16]4[CH2:21][CH2:20][C:19](/[CH:23]=[CH:24]/[CH:25]=[CH2:26])([CH3:22])[CH2:18][CH2:17]4)[N:10]3[N:9]=2)[CH:5]=[CH:6][CH:7]=1.[Cl:39][C:40]1[CH:41]=[CH:42][C:43]([OH:49])=[C:44](B(O)O)[CH:45]=1.C([O-])([O-])=O.[K+].[K+]>O1CCOCC1.O.C1C=CC([P]([Pd]([P](C2C=CC=CC=2)(C2C=CC=CC=2)C2C=CC=CC=2)([P](C2C=CC=CC=2)(C2C=CC=CC=2)C2C=CC=CC=2)[P](C2C=CC=CC=2)(C2C=CC=CC=2)C2C=CC=CC=2)(C2C=CC=CC=2)C2C=CC=CC=2)=CC=1>[CH:23](/[C:19]1([CH3:22])[CH2:18][CH2:17][N:16]([C:15]2[N:10]3[N:9]=[C:8]([C:4]4[CH:3]=[C:2]([C:42]5[CH:41]=[C:40]([Cl:39])[CH:45]=[CH:44][C:43]=5[OH:49])[CH:7]=[CH:6][CH:5]=4)[CH:38]=[C:11]3[N:12]=[C:13]([CH3:37])[C:14]=2[C@H:27]([O:32][C:33]([CH3:36])([CH3:35])[CH3:34])[C:28]([O:30][CH3:31])=[O:29])[CH2:21][CH2:20]1)=[CH:24]\[CH:25]=[CH2:26] |f:2.3.4,^1:66,68,87,106|. Reported procedure: To a microwave tube was added (S,E)-methyl 2-(2-(3-bromophenyl)-7-(4-(buta-1,3-dien-1-yl)-4-methylpiperidin-1-yl)-5-methylpyrazolo[1,5-a]pyrimidin-6-yl)-2-(tert-butoxy)acetate (100 mg, 0.172 mmol), (5-chloro-2-hydroxyphenyl)boronic acid (44.5 mg, 0.258 mmol), and 2.0 M aqueous K2CO3 (0.086 mL, 0.172 mmol) in dioxane (2 mL) and water (0.5 mL). The reaction was sparged with nitrogen for 1 minutes, treated Pd(PPh3)4 (19.87 mg, 0.017 mmol) then sparged for 1 min. The reaction tube was sealed and the... Reactants: B(Br)(Br)Br (boron tribromide), solution, C(C)OCC=1N(C2=C(C(=NC(=C2C)C)N)N1)CC1=CC(=NO1)C1=CC=C(C=C1)F (2-(ethoxymethyl)-1-{[3-(4-fluorophenyl)isoxazol-5-yl]methyl}-6,7-dimethyl-1H-imidazo[4,5-c]pyridin-4-amine). Run in ClCCl (dichloromethane), ClCCl (dichloromethane), CO (methanol), ClCCl (dichloromethane). Run at time 8 hour. Yields the product NC1=NC(=C(C2=C1N=C(N2CC2=CC(=NO2)C2=CC=C(C=C2)F)CO)C)C ((4-amino-1-{[3-(4-fluorophenyl)isoxazol-5-yl]methyl}-6,7-dimethyl-1H-imidazo[4,5-c]pyridin-2-yl)methanol). Yield: 35.6%. Reaction SMILES: C([O:3][CH2:4][C:5]1[N:6]([CH2:17][C:18]2[O:22][N:21]=[C:20]([C:23]3[CH:28]=[CH:27][C:26]([F:29])=[CH:25][CH:24]=3)[CH:19]=2)[C:7]2[C:12]([CH3:13])=[C:11]([CH3:14])[N:10]=[C:9]([NH2:15])[C:8]=2[N:16]=1)C.B(Br)(Br)Br>ClCCl.CO>[NH2:15][C:9]1[C:8]2[N:16]=[C:5]([CH2:4][OH:3])[N:6]([CH2:17][C:18]3[O:22][N:21]=[C:20]([C:23]4[CH:24]=[CH:25][C:26]([F:29])=[CH:27][CH:28]=4)[CH:19]=3)[C:7]=2[C:12]([CH3:13])=[C:11]([CH3:14])[N:10]=1. Procedure details: Under a nitrogen atmosphere, a solution of 2-(ethoxymethyl)-1-{[3-(4-fluorophenyl)isoxazol-5-yl]methyl}-6,7-dimethyl-1H-imidazo[4,5-c]pyridin-4-amine (0.8545 g, 2.161 mmol) in dichloromethane (50 mL) was cooled to about 6° C., and boron tribromide (5.4 mL of a 1 M solution in dichloromethane) was added dropwise. The reaction was heated at reflux under nitrogen for two hours and diluted with dichloromethane and methanol. The resulting solution was washed sequentially with aqueous potassium carbon...